This data is from the Open Reaction Database (ORD), a public repository of structured organic reaction records. The task is: describe an organic reaction: reactants, conditions, products, and yield Starting materials: [Al+3], CCS, COc1ccc2c(c1)CCC13CN(C(C)=O)CC1CCC23, [Cl-], [Cl-], [Cl-]. Yields the product CC(=O)N1CC2CCC3c4ccc(O)cc4CCC23C1. RXN SMILES: [Al+3:23].[CH2:26]([SH:27])[CH3:28].[CH3:1][O:2][c:3]1[cH:4][c:5]2[c:6]([cH:20][cH:21]1)[CH:7]1[CH2:8][CH2:9][CH:10]3[CH2:11][N:12]([C:17]([CH3:18])=[O:19])[CH2:13][C:14]13[CH2:15][CH2:16]2.[Cl-:22].[Cl-:24].[Cl-:25]>>[OH:2][c:3]1[cH:4][c:5]2[c:6]([cH:20][cH:21]1)[CH:7]1[CH2:8][CH2:9][CH:10]3[CH2:11][N:12]([C:17]([CH3:18])=[O:19])[CH2:13][C:14]13[CH2:15][CH2:16]2. The reactants are C(C)(C)N(CC)C(C)C (diisopropylethylamine), ClC1=C(C=NN1C)[N+](=O)[O-] (5-chloro-1-methyl-4-nitro-1H-pyrazole), C12CN(CC(CNC1)O2)C(=O)OC(C)(C)C (tert-butyl 9-oxa-3,7-diazabicyclo[3.3.1]nonane-3-carboxylate). Run in C(C)O (Ethanol). Yields the product CN1N=CC(=C1N1CC2CN(CC(C1)O2)C(=O)OC(C)(C)C)[N+](=O)[O-] (tert-butyl 7-(2-methyl-4-nitro-pyrazol-3-yl)-9-oxa-3,7-diazabicyclo[3.3.1]nonane-3-carboxylate). The yield is 65.0%. RXN SMILES: Cl[C:2]1[N:6]([CH3:7])[N:5]=[CH:4][C:3]=1[N+:8]([O-:10])=[O:9].[CH:11]12[O:19][CH:15]([CH2:16][NH:17][CH2:18]1)[CH2:14][N:13]([C:20]([O:22][C:23]([CH3:26])([CH3:25])[CH3:24])=[O:21])[CH2:12]2.C(N(C(C)C)CC)(C)C>C(O)C>[CH3:7][N:6]1[C:2]([N:17]2[CH2:18][CH:11]3[O:19][CH:15]([CH2:14][N:13]([C:20]([O:22][C:23]([CH3:26])([CH3:25])[CH3:24])=[O:21])[CH2:12]3)[CH2:16]2)=[C:3]([N+:8]([O-:10])=[O:9])[CH:4]=[N:5]1. Procedure details: To a microwave reaction vial was added 5-chloro-1-methyl-4-nitro-1H-pyrazole (141 mg, 0.88 mmol), tert-butyl 9-oxa-3,7-diazabicyclo[3.3.1]nonane-3-carboxylate (200 mg, 0.88 mmol). Ethanol (8 mL) and diisopropylethylamine (0.92 mL, 5.25 mmol) were added and the mixture was irradiated with a microwave for 60 min at 130° C. The mixture was cooled, concentrated and purified via flash chromatography, ethyl acetate/heptane 0% to 100% to afford yellow oil tert-butyl 7-(2-methyl-4-nitro-pyrazol-3-yl)-9-... Starting materials: ClC1=NC=CC(=N1)C1=CC(=CC=C1)CN1C(CCCC1)C (2-Chloro-4-[3-(2-methyl-piperidin-1-ylmethyl)-phenyl]-pyrimidine), NCCC1=CC=C(C=C1)O (tyramine), 404. Yields the product C[C@@H]1N(CCCC1)CC=1C=C(C=CC1)C1=NC(=NC=C1)NCCC1=CC=C(C=C1)O (4-(2-{4-[3-(2(S)-Methyl-piperidin-1-ylmethyl)-phenyl]-pyrimidin-2-ylamino}-ethyl)-phenol). Reaction SMILES: Cl[C:2]1[N:7]=[C:6]([C:8]2[CH:13]=[CH:12][CH:11]=[C:10]([CH2:14][N:15]3[CH2:20][CH2:19][CH2:18][CH2:17][CH:16]3[CH3:21])[CH:9]=2)[CH:5]=[CH:4][N:3]=1.[NH2:22][CH2:23][CH2:24][C:25]1[CH:30]=[CH:29][C:28]([OH:31])=[CH:27][CH:26]=1>>[CH3:21][C@H:16]1[CH2:17][CH2:18][CH2:19][CH2:20][N:15]1[CH2:14][C:10]1[CH:9]=[C:8]([C:6]2[CH:5]=[CH:4][N:3]=[C:2]([NH:22][CH2:23][CH2:24][C:25]3[CH:30]=[CH:29][C:28]([OH:31])=[CH:27][CH:26]=3)[N:7]=2)[CH:13]=[CH:12][CH:11]=1. Procedure: Intermediate 108 was coupled with tyramine following procedure F. The resulting product was deprotected following procedure G2. LC-MS showed the product had the expected M+H+ of 404. 1H NMR (Varian 300 MHz, CD3OD, shifts relative to the solvent peak at 3.3 ppm) δ 8.26 (d, 1H), 7.93 (s, 1H), 7.86 (d, 1H), 7.36 (m, 2H), 6.99 (d, 2H), 6.92 (d, 1H), 6.63 (d, 2H), 5.26 (t, 1H), 4.05 (d, 1H), 3.70 (d, 2H), 3.28 (d, 1H), 2.75 (m, 4H), 2.37 (s, 1H), 1.63 (m, 2H), 1.39 (m, 3H), 1.20 (m, 4H). The reactants are CC1=CC=C2C=C(C(=NC2=N1)C1=CC=CC=C1)C1=CC=CC=C1 (7-Methyl-2,3-diphenyl-1,8-naphthyridine). Reagents/catalysts: [Pd] (palladium on carbon). Solvent: C(C)O (ethanol). Conditions: time 8 hour. The product is CC1NC2=NC(=C(C=C2CC1)C1=CC=CC=C1)C1=CC=CC=C1 (rac-2-Methyl-6,7-diphenyl-1,2,3,4-tetrahydro-1,8-naphthyridine). As a reaction SMILES: [CH3:1][C:2]1[N:11]=[C:10]2[C:5]([CH:6]=[C:7]([C:18]3[CH:23]=[CH:22][CH:21]=[CH:20][CH:19]=3)[C:8]([C:12]3[CH:17]=[CH:16][CH:15]=[CH:14][CH:13]=3)=[N:9]2)=[CH:4][CH:3]=1>C(O)C.[Pd]>[CH3:1][CH:2]1[CH2:3][CH2:4][C:5]2[C:10](=[N:9][C:8]([C:12]3[CH:17]=[CH:16][CH:15]=[CH:14][CH:13]=3)=[C:7]([C:18]3[CH:23]=[CH:22][CH:21]=[CH:20][CH:19]=3)[CH:6]=2)[NH:11]1. Reported procedure: A stirred solution of 7-methyl-2,3-diphenyl-1,8-naphthyridine (step 1) (352 mg, 1.188 mmol) in ethanol (10 ml) at room temperature under an atmosphere of argon was treated with 10% palladium on carbon (126 mg). The reaction mixture was purged three times with nitrogen and placed under an atmosphere of hydrogen overnight. The mixture was filtered through Celite® (filter material) and the catalyst was washed with EtOAc (200 ml). The solvent was removed in vacuo to afford the title compound as a ye... The reactants are N#Cc1ccc(C=O)c(F)c1, OCCCO, Cc1ccccc1, O, O, Cc1ccc(S(=O)(=O)O)cc1. Yields the product N#Cc1ccc(C2OCCCO2)c(F)c1. RXN SMILES: [C:1](#[N:2])[c:3]1[cH:4][c:5]([F:11])[c:6]([CH:7]=[O:8])[cH:9][cH:10]1.[CH2:12]([CH2:13][CH2:14][OH:15])[OH:16].[CH3:30][c:31]1[cH:32][cH:33][cH:34][cH:35][cH:36]1.[OH2:17].[OH2:29].[c:18]1([CH3:19])[cH:20][cH:21][c:22]([S:23]([OH:24])(=[O:25])=[O:26])[cH:27][cH:28]1>>[C:1](#[N:2])[c:3]1[cH:4][c:5]([F:11])[c:6]([CH:7]2[O:8][CH2:12][CH2:13][CH2:14][O:15]2)[cH:9][cH:10]1. The product is desired compound, ClC1=C(C=CC(=C1)Cl)C=1N=C(N(C1)C1=CC=C(C=C1)N1S(NC(C1)=O)(=O)=O)CC1=CC=C(C=C1)C1=CC=C(C=C1)N1CC(N(CC1)C)=O (4-(4′-{4-(2,4-dichloro-phenyl)-1-[4-(1,1,4-trioxo-[1,2,5]thiadiazolidin-2-yl)-phenyl]-1H-imidazol-2-ylmethyl}-biphenyl-4-yl)-1-methyl-piperazin-2-one). Procedure: 4-[4′-(4-(2,4-Dichloro-phenyl)-1-{-4-[1,1,4-trioxo-5-(2-trimethylsilanyl-ethoxymethyl)-[1,2,5]thiadiazolidin-2-yl]-phenyl}-1H-imidazol-2-ylmethyl)-biphenyl-4-yl]-piperazin-2-one (17 mg, 0.02 mmol) was treated as described in general procedure L (using iodomethane) and general procedure W stepwise to give the desired compound 4-(4′-{4-(2,4-dichloro-phenyl)-1-[4-(1,1,4-trioxo-[1,2,5]thiadiazolidin-2-yl)-phenyl]-1H-imidazol-2-ylmethyl}-biphenyl-4-yl)-1-methyl-piperazin-2-one. Reactants: ClC1=C(C=CC(=C1)Cl)C=1N=C(N(C1)C1=CC=C(C=C1)N1S(N(C(C1)=O)COCC[Si](C)(C)C)(=O)=O)CC1=CC=C(C=C1)C1=CC=C(C=C1)N1CC(NCC1)=O (4-[4′-(4-(2,4-Dichloro-phenyl)-1-{-4-[1,1,4-trioxo-5-(2-trimethylsilanyl-ethoxymethyl)-[1,2,5]thiadiazolidin-2-yl]-phenyl}-1H-imidazol-2-ylmethyl)-biphenyl-4-yl]-piperazin-2-one), IC (iodomethane). Reaction SMILES: [Cl:1][C:2]1[CH:7]=[C:6]([Cl:8])[CH:5]=[CH:4][C:3]=1[C:9]1[N:10]=[C:11]([CH2:36][C:37]2[CH:42]=[CH:41][C:40]([C:43]3[CH:48]=[CH:47][C:46]([N:49]4[CH2:54][CH2:53][NH:52][C:51](=[O:55])[CH2:50]4)=[CH:45][CH:44]=3)=[CH:39][CH:38]=2)[N:12]([C:14]2[CH:19]=[CH:18][C:17]([N:20]3[CH2:24][C:23](=[O:25])[N:22](COCC[Si](C)(C)C)[S:21]3(=[O:35])=[O:34])=[CH:16][CH:15]=2)[CH:13]=1.I[CH3:57]>>[Cl:1][C:2]1[CH:7]=[C:6]([Cl:8])[CH:5]=[CH:4][C:3]=1[C:9]1[N:10]=[C:11]([CH2:36][C:37]2[CH:42]=[CH:41][C:40]([C:43]3[CH:44]=[CH:45][C:46]([N:49]4[CH2:54][CH2:53][N:52]([CH3:57])[C:51](=[O:55])[CH2:50]4)=[CH:47][CH:48]=3)=[CH:39][CH:38]=2)[N:12]([C:14]2[CH:19]=[CH:18][C:17]([N:20]3[CH2:24][C:23](=[O:25])[NH:22][S:21]3(=[O:34])=[O:35])=[CH:16][CH:15]=2)[CH:13]=1.